Dataset: the Open Reaction Database (ORD), a public repository of structured organic reaction records. Task: describe an organic reaction: reactants, conditions, products, and yield Starting materials: CN (methyl amine), C1CCOC1 (THF), TEA, ClC1=NC=C(C(=N1)Cl)C(=O)Cl (2,4-dichloropyrimidine-5-carbonyl chloride), C(C)(=O)OCC (ethyl acetate). The solvent is C(Cl)Cl (DCM), C(Cl)Cl (DCM), CCCCCC (hexane). Product: ClC1=NC=C(C(=N1)Cl)C(=O)NC (2,4-dichloro-N-methylpyrimidine-5-carboxamide). As a reaction SMILES: [CH3:1][NH2:2].C1COCC1.[Cl:8][C:9]1[N:14]=[C:13]([Cl:15])[C:12]([C:16](Cl)=[O:17])=[CH:11][N:10]=1.C(OCC)(=O)C>C(Cl)Cl.CCCCCC>[Cl:8][C:9]1[N:14]=[C:13]([Cl:15])[C:12]([C:16]([NH:2][CH3:1])=[O:17])=[CH:11][N:10]=1. Procedure details: To a solution of methyl amine (2M) in THF (2.4 mL, 4.70 mmol) in DCM (50 ml), TEA (963 mg, 9.50 mmol) and 2,4-dichloropyrimidine-5-carbonyl chloride (1 g, 4.70 mmol) were added slowly at −78° C. for 1 h. TLC showed completion of starting material (TLC system: 10% ethyl acetate in hexane (Rf): 0.3). The reaction mixture was diluted with DCM (50 ml), washed with water (2×30 ml) and a saturated solution of NaHCO3. The organic layer was separated, dried over sodium sulphate, and concentrated. Crude ... Reactants: Cc1cc(COc2ccc(S(=O)(=O)N(C)C3CCCC3C(=O)OC(C)(C)C)cc2)c2ccccc2n1, O=C(O)C(F)(F)F. Product: Cc1cc(COc2ccc(S(=O)(=O)N(C)C3CCCC3C(=O)O)cc2)c2ccccc2n1. Reaction SMILES: [CH3:1][N:2]([CH:3]1[CH:4]([C:8](=[O:9])[O:10][C:11]([CH3:12])([CH3:13])[CH3:14])[CH2:5][CH2:6][CH2:7]1)[S:15](=[O:16])(=[O:17])[c:18]1[cH:19][cH:20][c:21]([O:24][CH2:25][c:26]2[cH:27][c:28]([CH3:36])[n:29][c:30]3[cH:31][cH:32][cH:33][cH:34][c:35]23)[cH:22][cH:23]1.[OH:37][C:38]([C:39]([F:40])([F:41])[F:42])=[O:43]>>[CH3:1][N:2]([CH:3]1[CH:4]([C:8](=[O:9])[OH:10])[CH2:5][CH2:6][CH2:7]1)[S:15](=[O:16])(=[O:17])[c:18]1[cH:19][cH:20][c:21]([O:24][CH2:25][c:26]2[cH:27][c:28]([CH3:36])[n:29][c:30]3[cH:31][cH:32][cH:33][cH:34][c:35]23)[cH:22][cH:23]1.